From a dataset of the Open Reaction Database (ORD), a public repository of structured organic reaction records. describe an organic reaction: reactants, conditions, products, and yield Starting materials: ClC=1C=C(C(=NC1)[N+](=O)[O-])N1CCC(CC1)C (5′-chloro-4-methyl-2′-nitro-3,4,5,6-tetrahydro-2H-[1,3′]bipyridinyl), CN1CCNCC1 (1-methyl piperazine). Solvent: CN(C)C=O (DMF). Conditions: temperature 125 celsius. Product: CC1CCN(CC1)C=1C(=NC=C(C1)N1CCN(CC1)C)[N+](=O)[O-] (4-Methy-5′-(4-methyl-piperazin-1-yl)-2′-nitro-3,4,5,6-tetrahydro-2H-[1,3′]bipyridinyl). Isolated yield 64.0%. Reaction SMILES: Cl[C:2]1[CH:3]=[C:4]([N:11]2[CH2:16][CH2:15][CH:14]([CH3:17])[CH2:13][CH2:12]2)[C:5]([N+:8]([O-:10])=[O:9])=[N:6][CH:7]=1.[CH3:18][N:19]1[CH2:24][CH2:23][NH:22][CH2:21][CH2:20]1>CN(C=O)C>[CH3:17][CH:14]1[CH2:15][CH2:16][N:11]([C:4]2[C:5]([N+:8]([O-:10])=[O:9])=[N:6][CH:7]=[C:2]([N:22]3[CH2:23][CH2:24][N:19]([CH3:18])[CH2:20][CH2:21]3)[CH:3]=2)[CH2:12][CH2:13]1. Procedure: To a solution of 5′-chloro-4-methyl-2′-nitro-3,4,5,6-tetrahydro-2H-[1,3′]bipyridinyl (as prepared in the previous step) (255 mg, 1.00 mmol) in DMF (10 mL) was added 1-methyl piperazine (110 μL, 1.00 mmol). The resulting mixture was heated at 125° C. overnight. The reaction mixture was allowed to cool to room temperature and partitioned between water and EtOAc. The EtOAc layer was separated, dried (Na2SO4) and concentrated in vacuo. The residue obtained was purified on silica (10-50% EtOAc:hexane...